The task is: describe an organic reaction: reactants, conditions, products, and yield. This data is from the Open Reaction Database (ORD), a public repository of structured organic reaction records. Reactants: Nc1nc(N)c2c(OCC3CCNCC3)cccc2n1, Cc1cccc(C(=O)Cl)c1. Yields the product Cc1cccc(C(=O)N2CCC(COc3cccc4nc(N)nc(N)c34)CC2)c1. As a reaction SMILES: [NH:1]1[CH2:2][CH2:3][CH:4]([CH2:7][O:8][c:9]2[c:10]3[c:11]([NH2:20])[n:12][c:13]([NH2:19])[n:14][c:15]3[cH:16][cH:17][cH:18]2)[CH2:5][CH2:6]1.[c:21]1([CH3:30])[cH:22][c:23]([C:27](=[O:28])[Cl:29])[cH:24][cH:25][cH:26]1>>[N:1]1([C:27]([c:23]2[cH:22][c:21]([CH3:30])[cH:26][cH:25][cH:24]2)=[O:28])[CH2:2][CH2:3][CH:4]([CH2:7][O:8][c:9]2[c:10]3[c:11]([NH2:20])[n:12][c:13]([NH2:19])[n:14][c:15]3[cH:16][cH:17][cH:18]2)[CH2:5][CH2:6]1. The reactants are ClC1=C(C(=O)NC=2C=CC=C3C(=CC=NC23)NN)C(=CC=C1)Cl (8-(2,6-dichlorobenzoylamino)-4-hydrazinoquinoline), C1(CCC(=O)O1)=O (succinic anhydride), O (water). Solvent: CN(C=O)C (dimethylformamide). Run at time 12 hour. Product: ClC1=C(C(=O)NC=2C=CC=C3C(=CC=NC23)NNC(CCC(=O)O)=O)C(=CC=C1)Cl (8-(2,6-dichlorobenzoylamino)-4-[2-(3-carboxypropanoyl)hydrazino]quinoline). Isolated yield 27.4%. Reaction SMILES: [Cl:1][C:2]1[CH:22]=[CH:21][CH:20]=[C:19]([Cl:23])[C:3]=1[C:4]([NH:6][C:7]1[CH:8]=[CH:9][CH:10]=[C:11]2[C:16]=1[N:15]=[CH:14][CH:13]=[C:12]2[NH:17][NH2:18])=[O:5].[C:24]1(=[O:30])[O:29][C:27](=[O:28])[CH2:26][CH2:25]1.O>CN(C)C=O>[Cl:1][C:2]1[CH:22]=[CH:21][CH:20]=[C:19]([Cl:23])[C:3]=1[C:4]([NH:6][C:7]1[CH:8]=[CH:9][CH:10]=[C:11]2[C:16]=1[N:15]=[CH:14][CH:13]=[C:12]2[NH:17][NH:18][C:24](=[O:30])[CH2:25][CH2:26][C:27]([OH:29])=[O:28])=[O:5]. Reported procedure: To a solution of 8-(2,6-dichlorobenzoylamino)-4-hydrazinoquinoline (298 mg) in dimethylformamide (4 ml) was added succinic anhydride (94 mg), and the mixture was stirred at ambient temperature for 12 hours. To the mixture was added water (10 ml) and the precipitate was collected. The solid was treated with hot ethanol (5 ml), allowed to cool to ambient temperature, filtered and washed with water to give 8-(2,6-dichlorobenzoylamino)-4-[2-(3-carboxypropanoyl)hydrazino]quinoline as a yellow crystal... Starting materials: COC(CCC1=C(C=C(C=C1)OC(C)C1=C(N=C(O1)C1=CC=C(C=C1)OC(F)(F)F)C(C)C)C)=O (3-(4-{1-[4-Isopropyl-2-(4-trifluoromethoxy-phenyl)-oxazol-5-yl]-ethoxy}-2-methyl-phenyl)-propionic acid methyl ester), [OH-].[Na+] (NaOH), Cl (HCl). Solvent: CO (MeOH), C1CCOC1 (THF). Reaction conditions: time 2 hour. Product: C(C)(C)C=1N=C(OC1C(C)OC1=CC(=C(C=C1)CCC(=O)O)C)C1=CC=C(C=C1)OC(F)(F)F (3-(4-{1-[4-Isopropyl-2-(4-trifluoromethoxy-phenyl)-oxazol-5-yl]-ethoxy}-2-methyl-phenyl)-propionic acid). RXN SMILES: C[O:2][C:3](=[O:35])[CH2:4][CH2:5][C:6]1[CH:11]=[CH:10][C:9]([O:12][CH:13]([C:15]2[O:19][C:18]([C:20]3[CH:25]=[CH:24][C:23]([O:26][C:27]([F:30])([F:29])[F:28])=[CH:22][CH:21]=3)=[N:17][C:16]=2[CH:31]([CH3:33])[CH3:32])[CH3:14])=[CH:8][C:7]=1[CH3:34].[OH-].[Na+].Cl>CO.C1COCC1>[CH:31]([C:16]1[N:17]=[C:18]([C:20]2[CH:21]=[CH:22][C:23]([O:26][C:27]([F:29])([F:30])[F:28])=[CH:24][CH:25]=2)[O:19][C:15]=1[CH:13]([O:12][C:9]1[CH:10]=[CH:11][C:6]([CH2:5][CH2:4][C:3]([OH:35])=[O:2])=[C:7]([CH3:34])[CH:8]=1)[CH3:14])([CH3:32])[CH3:33] |f:1.2|. Procedure: A solution of 3-(4-{1-[4-Isopropyl-2-(4-trifluoromethoxy-phenyl)-oxazol-5-yl]-ethoxy}-2-methyl-phenyl)-propionic acid methyl ester in MeOH (1.0 mL) and THF (0.5 mL) is treated with NaOH (1.5 mL, 2.0 M) and stirred at room temperature for 2 hours. The mixture is neutralized to pH=6 with HCl (5 N) and extracted with EtOAc (20 mL×2), and the combined organics are dried (Na2SO4), concentrated and purified on silica gel chromatography column with EtOAc/Hexanes (50/50) to yield the acid as white solid... Reactants: C(C1=CC=CC=C1)OC1C=NC(=CC1=O)OCC1=CC=CC=C1 (3-Benzyloxy-6-benzyloxypyrid-4-one), Cl.CN (methylamine hydrochloride), C(C)O (ethanol), Cl (HCl). Conditions: time 6 day. Yields the product OCC1=CN(C=CC1=O)C (3-hydroxymethyl-1-methylpyrid-4-one). Isolated yield 15.0%. Reaction SMILES: C(O[CH:9]1[C:14](=[O:15])[CH:13]=[C:12](OCC2C=CC=CC=2)[N:11]=[CH:10]1)C1C=CC=CC=1.Cl.[CH3:25]N.Cl.[CH2:28]([OH:30])C>>[OH:30][CH2:28][C:9]1[C:14](=[O:15])[CH:13]=[CH:12][N:11]([CH3:25])[CH:10]=1 |f:1.2|. Reported procedure: 3-Benzyloxy-6-benzyloxypyrid-4-one (5.0 g) and methylamine hydrochloride (1.56 g) are dissolved in aqueous ethanol (300 ml of 2:1 H2 O--C2H5OH by volume containing 2 g of sodium hydroxide). The reaction mixture is stirred at room temperature for 6 days and then acidified with concentrated HCl to pH 2.0. The yellow mixture is evaporated to dryness and the resulting solid residue is heated under reflux with concentrated HCl (50 ml) for 30 minutes. The product is rotary evaporated to dryness yieldi... Starting materials: COC=1C=C(C=C(C1OC)OC)C(C)=O (3',4',5'-trimethoxyacetophenone), C(C1=CC=CC=C1)OC=1C=C2C(=CNC2=CC1)C=O (5-benzyloxyindole-3-carboxaldehyde). Yields the product C(C1=CC=CC=C1)OC=1C=C2C(=CNC2=CC1)/C=C/C(=O)C1=CC(=C(C(=C1)OC)OC)OC ((E)-3-(5-Benzyloxyindol-3-yl)-1-(3,4,5-trimethoxy-phenyl)-2-propen-1-one). Isolated yield 2.4%. As a reaction SMILES: [CH3:1][O:2][C:3]1[CH:4]=[C:5]([C:13](=[O:15])[CH3:14])[CH:6]=[C:7]([O:11][CH3:12])[C:8]=1[O:9][CH3:10].[CH2:16]([O:23][C:24]1[CH:25]=[C:26]2[C:30](=[CH:31][CH:32]=1)[NH:29][CH:28]=[C:27]2[CH:33]=O)[C:17]1[CH:22]=[CH:21][CH:20]=[CH:19][CH:18]=1>>[CH2:16]([O:23][C:24]1[CH:25]=[C:26]2[C:30](=[CH:31][CH:32]=1)[NH:29][CH:28]=[C:27]2/[CH:33]=[CH:14]/[C:13]([C:5]1[CH:6]=[C:7]([O:11][CH3:12])[C:8]([O:9][CH3:10])=[C:3]([O:2][CH3:1])[CH:4]=1)=[O:15])[C:17]1[CH:18]=[CH:19][CH:20]=[CH:21][CH:22]=1. Procedure: Substantially the same procedure as in Example 1 was repeated using 3',4',5'-trimethoxyacetophenone (2.1 g) and 5-benzyloxyindole-3-carboxaldehyde (2.51 g) except that the obtained crude crystals were recrystallized twice from acetone, to give Compound 28 (107 mg). Starting materials: CON1CCC(CC1)(C(=O)O)NC (1-methoxy-4-methylamino-piperidine-4-carboxylic acid), CO (methanol), S(=O)(Cl)Cl (thionyl chloride). The product is COC(=O)C1(CCN(CC1)OC)NC (1-methoxy-4-methylamino-piperidine-4-carboxylic acid methyl ester). Reaction SMILES: [CH3:1][O:2][N:3]1[CH2:8][CH2:7][C:6]([NH:12][CH3:13])([C:9]([OH:11])=[O:10])[CH2:5][CH2:4]1.S(Cl)(Cl)=O.[CH3:18]O>>[CH3:18][O:10][C:9]([C:6]1([NH:12][CH3:13])[CH2:7][CH2:8][N:3]([O:2][CH3:1])[CH2:4][CH2:5]1)=[O:11]. Procedure details: To a suspension of 1-methoxy-4-methylamino-piperidine-4-carboxylic acid (2.0 g, 10.63 mmol) in methanol (50 ml) at 0-10° C. was added thionyl chloride (2.29 ml, 3.76 g, 31.57 mmol) and the reaction mixture was heated at reflux overnight. After cooling, the mixture was concentrated, the residue diluted with ice water (20 ml) and neutralised with aqueous sodium bicarbonate. The aqueous phase was extracted with ethyl acetate (4×25 ml) and dichloromethane (4×50 ml), the combined organic layers washe... Starting materials: BrCCOc1ccccc1, [K+], N#C[S-]. The product is N#CSCCOc1ccccc1. Reaction SMILES: [Br:1][CH2:2][CH2:3][O:4][c:5]1[cH:6][cH:7][cH:8][cH:9][cH:10]1.[K+:14].[S-:11][C:12]#[N:13]>>[CH2:2]([CH2:3][O:4][c:5]1[cH:6][cH:7][cH:8][cH:9][cH:10]1)[S:11][C:12]#[N:13].